This data is from the Open Reaction Database (ORD), a public repository of structured organic reaction records. The task is: describe an organic reaction: reactants, conditions, products, and yield The reactants are ice, C(C)(=O)OCCC=1C=C(C2=CC=CC=C2C1Br)S(=O)(=O)Cl (3-(2-acetoxy-ethyl)-4-bromo-naphthalene-1-sulfonyl chloride), S(O)(O)(=O)=O (sulfuric acid), [N+](=O)(O)[O-] (nitric acid). The solvent is FC(C(=O)O)(F)F (trifluoroacetic acid). Run at time 15 minute. Product: C(C)(=O)OCCC=1C=C(C2=C(C=CC=C2C1Br)[N+](=O)[O-])S(=O)(=O)Cl (3-(2-Acetoxy-ethyl)-4-bromo-8-nitro-naphthalene-1-sulfonyl chloride). The yield is 41.2%. Reaction SMILES: [C:1]([O:4][CH2:5][CH2:6][C:7]1[CH:8]=[C:9]([S:18]([Cl:21])(=[O:20])=[O:19])[C:10]2[C:15]([C:16]=1[Br:17])=[CH:14][CH:13]=[CH:12][CH:11]=2)(=[O:3])[CH3:2].S(=O)(=O)(O)O.[N+:27]([O-])([OH:29])=[O:28]>FC(F)(F)C(O)=O>[C:1]([O:4][CH2:5][CH2:6][C:7]1[CH:8]=[C:9]([S:18]([Cl:21])(=[O:19])=[O:20])[C:10]2[C:15]([C:16]=1[Br:17])=[CH:14][CH:13]=[CH:12][C:11]=2[N+:27]([O-:29])=[O:28])(=[O:3])[CH3:2]. Procedure details: An ice-cold, stirred solution of 3-(2-acetoxy-ethyl)-4-bromo-naphthalene-1-sulfonyl chloride (17.66 g, 45.1 mmol) in trifluoroacetic acid (150 mL) was treated with 96% sulfuric acid (12.5 mL, 225 mmol) and with 90% nitric acid (2.65 mL, 56.4 mmol) added dropwise over 3 minutes. The reaction mixture was removed from the ice bath, stirred at room temperature for 15 minutes, re-cooled in an ice bath, and treated with water (850 mL) added dropwise. The resulting mixture was filtered through a celite... Reactants: COC(CBr)OC, [K+], [K+], O=[N+]([O-])c1ccc2[nH]ncc2c1, O=C([O-])[O-], CN(C)C=O. Product: COC(Cn1ncc2cc([N+](=O)[O-])ccc21)OC. Reaction SMILES: [Br:19][CH2:20][CH:21]([O:22][CH3:23])[O:24][CH3:25].[K+:13].[K+:14].[N+:1](=[O:2])([O-:3])[c:4]1[cH:5][c:6]2[cH:7][n:8][nH:9][c:10]2[cH:11][cH:12]1.[O-:15][C:16]([O-:17])=[O:18].[O:26]=[CH:27][N:28]([CH3:29])[CH3:30]>>[N+:1](=[O:2])([O-:3])[c:4]1[cH:5][c:6]2[cH:7][n:8][n:9]([CH2:20][CH:21]([O:22][CH3:23])[O:24][CH3:25])[c:10]2[cH:11][cH:12]1. Reactants: CCBr, CN(C)C=O, Cc1nc2cccc([N+](=O)[O-])c2[nH]1, [H-], [Na+]. Yields the product CCn1c(C)nc2c([N+](=O)[O-])cccc21. RXN SMILES: [Br:16][CH2:17][CH3:18].[CH3:19][N:20]([CH3:21])[CH:22]=[O:23].[CH3:1][c:2]1[nH:3][c:4]2[c:5]([n:6]1)[cH:7][cH:8][cH:9][c:10]2[N+:11](=[O:12])[O-:13].[H-:14].[Na+:15]>>[CH3:1][c:2]1[n:3][c:4]2[c:5]([n:6]1[CH2:17][CH3:18])[cH:7][cH:8][cH:9][c:10]2[N+:11](=[O:12])[O-:13].